This data is from the Open Reaction Database (ORD), a public repository of structured organic reaction records. The task is: describe an organic reaction: reactants, conditions, products, and yield The reactants are CC=1C=C2C(CC3(CCNCC3)C2=CC1)CC(=O)O (2-(5-methyl-2,3-dihydrospiro[indene-1,4′-piperidine]-3-yl)acetic acid), ClC(=O)OC1C2CC3CC(CC1C3)C2 (2-adamantyl chloroformate). The product is CC=1C=C2C(CC3(CCN(CC3)C(=O)OC3C4CC5CC(CC3C5)C4)C2=CC1)CC(=O)O ((±)-2-(5-Methyl-1′-((2-adamantyloxy)carbon yl)-2,3-dihydrospiro[indene-1,4′-piperidine]-3-yl)acetic acid). RXN SMILES: [CH3:1][C:2]1[CH:3]=[C:4]2[C:13](=[CH:14][CH:15]=1)[C:7]1([CH2:12][CH2:11][NH:10][CH2:9][CH2:8]1)[CH2:6][CH:5]2[CH2:16][C:17]([OH:19])=[O:18].Cl[C:21]([O:23][CH:24]1[CH:31]2[CH2:32][CH:27]3[CH2:28][CH:29]([CH2:33][CH:25]1[CH2:26]3)[CH2:30]2)=[O:22]>>[CH3:1][C:2]1[CH:3]=[C:4]2[C:13](=[CH:14][CH:15]=1)[C:7]1([CH2:8][CH2:9][N:10]([C:21]([O:23][CH:24]3[CH:25]4[CH2:33][CH:29]5[CH2:28][CH:27]([CH2:32][CH:31]3[CH2:30]5)[CH2:26]4)=[O:22])[CH2:11][CH2:12]1)[CH2:6][CH:5]2[CH2:16][C:17]([OH:19])=[O:18]. Reported procedure: The title compound was prepared from 2-(5-methyl-2,3-dihydrospiro[indene-1,4′-piperidine]-3-yl)acetic acid and 2-adamantyl chloroformate following a procedure analogous to that described in Example 57. LC-MS Method 1 tR=2.24 min, m/z=0.438; 1H NMR (CDCl3) δ=7.06 (m, 2H), 7.00 (s, 1H), 4.88 (s, 1H), 4.19 (t, 2H), 3.61 (m, 1H), 3.03 (m, 3H), 2.64 (dd, 1H), 2.48 (dd, 1H), 2.34 (s, 3H). The reactants are CC(C)n1c(=O)c(O)c2n(c1=O)C(CCOCc1ccccc1)CN(Cc1ccc(F)cc1)C2=O, CC(C)(C)C(=O)Cl, CO, CCN(C(C)C)C(C)C, ClCCl. Yields the product CC(C)n1c(=O)c(OC(=O)C(C)(C)C)c2n(c1=O)C(CCOCc1ccccc1)CN(Cc1ccc(F)cc1)C2=O. RXN SMILES: [CH2:1]([c:2]1[cH:3][cH:4][cH:5][cH:6][cH:7]1)[O:8][CH2:9][CH2:10][CH:11]1[CH2:12][N:13]([CH2:28][c:29]2[cH:30][cH:31][c:32]([F:35])[cH:33][cH:34]2)[C:14](=[O:27])[c:15]2[n:16]1[c:17](=[O:26])[n:18]([CH:23]([CH3:24])[CH3:25])[c:19](=[O:22])[c:20]2[OH:21].[CH3:45][C:46]([C:47](=[O:48])[Cl:49])([CH3:50])[CH3:51].[CH3:52][OH:53].[CH:36]([N:37]([CH:38]([CH3:39])[CH3:40])[CH2:41][CH3:42])([CH3:43])[CH3:44].[Cl:54][CH2:55][Cl:56]>>[CH2:1]([c:2]1[cH:3][cH:4][cH:5][cH:6][cH:7]1)[O:8][CH2:9][CH2:10][CH:11]1[CH2:12][N:13]([CH2:28][c:29]2[cH:30][cH:31][c:32]([F:35])[cH:33][cH:34]2)[C:14](=[O:27])[c:15]2[n:16]1[c:17](=[O:26])[n:18]([CH:23]([CH3:24])[CH3:25])[c:19](=[O:22])[c:20]2[O:21][C:47]([C:46]([CH3:45])([CH3:50])[CH3:51])=[O:48]. The reactants are COc1ccc(Br)nc1, [Li]CCCC, COc1ccc(OCc2ccccc2)cc1C=O, CC(=O)OC(C)=O, CO, c1ccncc1. Yields the product COc1ccc(C(OC(C)=O)c2cc(OCc3ccccc3)ccc2OC)nc1. Reaction SMILES: [Br:1][c:2]1[n:3][cH:4][c:5]([O:8][CH3:9])[cH:6][cH:7]1.[CH2:10]([Li:11])[CH2:12][CH2:13][CH3:14].[CH2:15]([c:16]1[cH:17][cH:18][cH:19][cH:20][cH:21]1)[O:22][c:23]1[cH:24][cH:25][c:26]([O:31][CH3:32])[c:27]([CH:28]=[O:29])[cH:30]1.[CH3:33][C:34](=[O:35])[O:36][C:37](=[O:38])[CH3:39].[CH3:46][OH:47].[cH:40]1[cH:41][cH:42][n:43][cH:44][cH:45]1>>[c:2]1([CH:28]([c:27]2[c:26]([O:31][CH3:32])[cH:25][cH:24][c:23]([O:22][CH2:15][c:16]3[cH:17][cH:18][cH:19][cH:20][cH:21]3)[cH:30]2)[O:29][C:34]([CH3:33])=[O:35])[n:3][cH:4][c:5]([O:8][CH3:9])[cH:6][cH:7]1.